Dataset: the Open Reaction Database (ORD), a public repository of structured organic reaction records. Task: describe an organic reaction: reactants, conditions, products, and yield Reactants: C1CCNCC1, COc1ccc(C(=O)CC(C)=O)cc1, Cc1cc(=O)c2cccc(C=O)c2o1, CC(=O)O, ClCCl. Product: COc1ccc(C(=O)C(=Cc2cccc3c(=O)cc(C)oc23)C(C)=O)cc1. RXN SMILES: [CH2:33]1[CH2:34][CH2:35][NH:36][CH2:37][CH2:38]1.[CH3:15][O:16][c:17]1[cH:18][cH:19][c:20]([C:23]([CH2:24][C:25]([CH3:26])=[O:27])=[O:28])[cH:21][cH:22]1.[CH3:1][c:2]1[o:3][c:4]2[c:5]([CH:13]=[O:14])[cH:6][cH:7][cH:8][c:9]2[c:10](=[O:12])[cH:11]1.[CH3:29][C:30](=[O:31])[OH:32].[Cl:39][CH2:40][Cl:41]>>[CH3:1][c:2]1[o:3][c:4]2[c:5]([CH:13]=[C:24]([C:23]([c:20]3[cH:19][cH:18][c:17]([O:16][CH3:15])[cH:22][cH:21]3)=[O:28])[C:25]([CH3:26])=[O:27])[cH:6][cH:7][cH:8][c:9]2[c:10](=[O:12])[cH:11]1. Reactants: CN1CCCC1=O, CCOC(C)=O, COc1ccc(N2C(=O)Cc3ccccc32)cc1F. As a reaction SMILES: [CH3:20][N:21]1[C:22](=[O:26])[CH2:23][CH2:24][CH2:25]1.[CH3:27][CH2:28][O:29][C:30](=[O:31])[CH3:32].[F:1][c:2]1[cH:3][c:4]([N:10]2[C:11](=[O:19])[CH2:12][c:13]3[cH:14][cH:15][cH:16][cH:17][c:18]32)[cH:5][cH:6][c:7]1[O:8][CH3:9]>>[F:1][c:2]1[cH:3][c:4]([N:10]2[C:11](=[O:19])[C:12](=[C:22]3[N:21]([CH3:20])[CH2:25][CH2:24][CH2:23]3)[c:13]3[cH:14][cH:15][cH:16][cH:17][c:18]32)[cH:5][cH:6][c:7]1[O:8][CH3:9]. Product: COc1ccc(N2C(=O)C(=C3CCCN3C)c3ccccc32)cc1F. Reactants: C1=CC=[13C](C=C1)C[C@@H](C(=O)O)N ((1-13C]-phenylalanine), CC(COC[C@@H]1[C@@H]2[C@@H]([C@H]([C@H](O1)O[C@@H]3[C@H](O[C@@H]([C@@H]([C@H]3O)O)O[C@@H]4[C@H](O[C@@H]([C@@H]([C@H]4O)O)O[C@@H]5[C@H](O[C@@H]([C@@H]([C@H]5O)O)O[C@@H]6[C@H](O[C@@H]([C@@H]([C@H]6O)O)O[C@@H]7[C@H](O[C@@H]([C@@H]([C@H]7O)O)O[C@@H]8[C@H](O[C@H](O2)[C@@H]([C@H]8O)O)COCC(C)O)COCC(C)O)COCC(C)O)COCC(C)O)COCC(C)O)COCC(C)O)O)O)O (hydroxypropyl-β-cyclodextrin). The solvent is O (water). Conditions: temperature 85 celsius. Yields the product C1=CC=[13C](C=C1)C[C@@H](C(=O)O)N.CC(COC[C@@H]1[C@@H]2[C@@H]([C@H]([C@H](O1)O[C@@H]3[C@H](O[C@@H]([C@@H]([C@H]3O)O)O[C@@H]4[C@H](O[C@@H]([C@@H]([C@H]4O)O)O[C@@H]5[C@H](O[C@@H]([C@@H]([C@H]5O)O)O[C@@H]6[C@H](O[C@@H]([C@@H]([C@H]6O)O)O[C@@H]7[C@H](O[C@@H]([C@@H]([C@H]7O)O)O[C@@H]8[C@H](O[C@H](O2)[C@@H]([C@H]8O)O)COCC(C)O)COCC(C)O)COCC(C)O)COCC(C)O)COCC(C)O)COCC(C)O)O)O)O ((1-13C] phenylalanine hydroxypropyl-β-cyclodextrin). Reaction SMILES: [CH:1]1[CH:6]=[CH:5][13C:4]([CH2:7][C@H:8]([NH2:12])[C:9]([OH:11])=[O:10])=[CH:3][CH:2]=1.[CH3:13][CH:14]([OH:117])[CH2:15][O:16][CH2:17][C@H:18]1[O:23][C@@H:22]2[O:24][C@H:25]3[C@H:30]([OH:31])[C@@H:29]([OH:32])[C@@H:28]([O:33][C@H:34]4[C@H:39]([OH:40])[C@@H:38]([OH:41])[C@@H:37]([O:42][C@H:43]5[C@H:48]([OH:49])[C@@H:47]([OH:50])[C@@H:46]([O:51][C@H:52]6[C@H:57]([OH:58])[C@@H:56]([OH:59])[C@@H:55]([O:60][C@H:61]7[C@H:66]([OH:67])[C@@H:65]([OH:68])[C@@H:64]([O:69][C@H:70]8[C@H:76]([OH:77])[C@@H:75]([OH:78])[C@@H:73]([O:74][C@H:19]1[C@H:20]([OH:116])[C@H:21]2[OH:115])[O:72][C@@H:71]8[CH2:79][O:80][CH2:81][CH:82]([OH:84])[CH3:83])[O:63][C@@H:62]7[CH2:85][O:86][CH2:87][CH:88]([OH:90])[CH3:89])[O:54][C@@H:53]6[CH2:91][O:92][CH2:93][CH:94]([OH:96])[CH3:95])[O:45][C@@H:44]5[CH2:97][O:98][CH2:99][CH:100]([OH:102])[CH3:101])[O:36][C@@H:35]4[CH2:103][O:104][CH2:105][CH:106]([OH:108])[CH3:107])[O:27][C@@H:26]3[CH2:109][O:110][CH2:111][CH:112]([OH:114])[CH3:113]>O>[CH:1]1[CH:2]=[CH:3][13C:4]([CH2:7][C@H:8]([NH2:12])[C:9]([OH:11])=[O:10])=[CH:5][CH:6]=1.[CH3:83][CH:82]([OH:84])[CH2:81][O:80][CH2:79][C@H:71]1[O:72][C@@H:73]2[O:74][C@H:19]3[C@H:20]([OH:116])[C@@H:21]([OH:115])[C@@H:22]([O:24][C@H:25]4[C@H:30]([OH:31])[C@@H:29]([OH:32])[C@@H:28]([O:33][C@H:34]5[C@H:39]([OH:40])[C@@H:38]([OH:41])[C@@H:37]([O:42][C@H:43]6[C@H:48]([OH:49])[C@@H:47]([OH:50])[C@@H:46]([O:51][C@H:52]7[C@H:57]([OH:58])[C@@H:56]([OH:59])[C@@H:55]([O:60][C@H:61]8[C@H:66]([OH:67])[C@@H:65]([OH:68])[C@@H:64]([O:69][C@H:70]1[C@H:76]([OH:77])[C@H:75]2[OH:78])[O:63][C@@H:62]8[CH2:85][O:86][CH2:87][CH:88]([OH:90])[CH3:89])[O:54][C@@H:53]7[CH2:91][O:92][CH2:93][CH:94]([OH:96])[CH3:95])[O:45][C@@H:44]6[CH2:97][O:98][CH2:99][CH:100]([OH:102])[CH3:101])[O:36][C@@H:35]5[CH2:103][O:104][CH2:105][CH:106]([OH:108])[CH3:107])[O:27][C@@H:26]4[CH2:109][O:110][CH2:111][CH:112]([OH:114])[CH3:113])[O:23][C@@H:18]3[CH2:17][O:16][CH2:15][CH:14]([OH:117])[CH3:13] |f:3.4|. Reported procedure: To 5 ml of distilled water, 299 mg of (1-13C]-phenylalanine and 1818, mg hydroxypropyl-β-cyclodextrin (in a molar ratio of 1:1) were added and heated to 85° C. to make a solution. Thus, a solution of (1-13C] phenylalanine/hydroxypropyl-β-cyclodextrin inclusion complex was prepared wherein when this solution was allowed to cool to 25° C., no precipitation of phenylalanine was observed while the solubility of phenylalanine is 148 mg/5 ml at 25° C. On the other hand, if 299 mg of (1-13C]-phenylalan... The reactants are CN(C)C=O, Cc1cc2oc(=O)c3c(c2cc1[N+](=O)[O-])CCN(CCN1CC2CCC(CC2)C1)C3, [H][H]. Yields the product Cc1cc2oc(=O)c3c(c2cc1N)CCN(CCN1CC2CCC(CC2)C1)C3. Reaction SMILES: [CH3:33][N:34]([CH3:35])[CH:36]=[O:37].[CH:1]12[CH2:2][N:3]([CH2:10][CH2:11][N:12]3[CH2:13][c:14]4[c:15]([c:18]5[c:19]([o:20][c:21]4=[O:22])[cH:23][c:24]([CH3:30])[c:25]([N+:27]([O-:28])=[O:29])[cH:26]5)[CH2:16][CH2:17]3)[CH2:4][CH:5]([CH2:6][CH2:7]1)[CH2:8][CH2:9]2.[H:31][H:32]>>[CH:1]12[CH2:2][N:3]([CH2:10][CH2:11][N:12]3[CH2:13][c:14]4[c:15]([c:18]5[c:19]([o:20][c:21]4=[O:22])[cH:23][c:24]([CH3:30])[c:25]([NH2:27])[cH:26]5)[CH2:16][CH2:17]3)[CH2:4][CH:5]([CH2:6][CH2:7]1)[CH2:8][CH2:9]2. Starting materials: Cl (HCl), N1CCOCC1 (morpholine), C(CCC)N1C(NC(C=2N(C(=NC12)Cl)CC=C)=O)=O (3-butyl-8-chloro-7-(2-propen-1-yl)-3,7-dihydro-1H-purine-2,6-dione), C(=O)([O-])[O-].[Cs+].[Cs+] (Cs2CO3), BrCCCCC(=O)OCC (ethyl 5-bromovalerate). The reagents and catalysts are C=1C=CC(=CC1)[P](C=2C=CC=CC2)(C=3C=CC=CC3)[Pd]([P](C=4C=CC=CC4)(C=5C=CC=CC5)C=6C=CC=CC6)([P](C=7C=CC=CC7)(C=8C=CC=CC8)C=9C=CC=CC9)[P](C=1C=CC=CC1)(C=1C=CC=CC1)C=1C=CC=CC1 (tetrakis(triphenylphosphine)palladium(0)). The solvent is O (water), CCOC(=O)C (EtOAc), CN(C)C=O (DMF). Reaction conditions: temperature 55 celsius, time 5 hour. The product is C(CCC)N1C(N(C(C=2NC(=NC12)Cl)=O)CCCCC(=O)OCC)=O (Ethyl 5-(3-butyl-8-chloro-2,6-dioxo-2,3,6,7-tetrahydro-1H-purin-1-yl)pentanoate). Yield: 77.7%. Reaction SMILES: [CH2:1]([N:5]1[C:13]2[N:12]=[C:11]([Cl:14])[N:10](CC=C)[C:9]=2[C:8](=[O:18])[NH:7][C:6]1=[O:19])[CH2:2][CH2:3][CH3:4].C([O-])([O-])=O.[Cs+].[Cs+].Br[CH2:27][CH2:28][CH2:29][CH2:30][C:31]([O:33][CH2:34][CH3:35])=[O:32].N1CCOCC1.Cl>CN(C=O)C.C1C=CC([P]([Pd]([P](C2C=CC=CC=2)(C2C=CC=CC=2)C2C=CC=CC=2)([P](C2C=CC=CC=2)(C2C=CC=CC=2)C2C=CC=CC=2)[P](C2C=CC=CC=2)(C2C=CC=CC=2)C2C=CC=CC=2)(C2C=CC=CC=2)C2C=CC=CC=2)=CC=1.O.CCOC(C)=O>[CH2:1]([N:5]1[C:13]2[N:12]=[C:11]([Cl:14])[NH:10][C:9]=2[C:8](=[O:18])[N:7]([CH2:27][CH2:28][CH2:29][CH2:30][C:31]([O:33][CH2:34][CH3:35])=[O:32])[C:6]1=[O:19])[CH2:2][CH2:3][CH3:4] |f:1.2.3,^1:51,53,72,91|. Reported procedure: To 3-butyl-8-chloro-7-(2-propen-1-yl)-3,7-dihydro-1H-purine-2,6-dione (1.5 g, 5.31 mmol) in dry DMF (25 ml) was added Cs2CO3 (1.905 g, 5.84 mmol), followed by ethyl 5-bromovalerate (1.46 g, 6.99 mmol). The mixture was heated at 55° C. for 18 h then allowed to cool. It was degassed by repeatedly evacuating and readmitting nitrogen, then morpholine (3.70 ml, 42.5 mmol) and tetrakis(triphenylphosphine)palladium(0) (1.0 g, 0.865 mmol) were added and the mixture stirred for 5 h. EtOAc (75 ml), 2M HCl... Reactants: CN(C1=CC2=C(N=C(N2)CC(=O)OCC)C=C1)C (ethyl 2-[5-(dimethylamino)benzimidazol-2-yl]acetate), C(C=1C(N)=CC=CC1)#N (anthranilonitrile). Yields the product CN(C1=CC2=C(N=C(N2)CC(=O)NC2=C(C=CC=C2)C#N)C=C1)C (2-[5-(Dimethylamino)benzimidazol-2-yl]-N-(2-cyanophenyl)acetamide). Reaction SMILES: [CH3:1][N:2]([CH3:18])[C:3]1[CH:17]=[CH:16][C:6]2[N:7]=[C:8]([CH2:10][C:11]([O:13]CC)=O)[NH:9][C:5]=2[CH:4]=1.[C:19](#[N:27])[C:20]1[C:21](=[CH:23][CH:24]=[CH:25][CH:26]=1)[NH2:22]>>[CH3:18][N:2]([CH3:1])[C:3]1[CH:17]=[CH:16][C:6]2[N:7]=[C:8]([CH2:10][C:11]([NH:22][C:21]3[CH:23]=[CH:24][CH:25]=[CH:26][C:20]=3[C:19]#[N:27])=[O:13])[NH:9][C:5]=2[CH:4]=1. Procedure details: The title compound was synthesized as described in Example 9, Method B using ethyl 2-[5-(dimethylamino)benzimidazol-2-yl]acetate and anthranilonitrile. LC/MS m/z 320.2 (MH+), Rf 1.68 minutes. Reactants: CCN(C(C)C)C(C)C, ClCCl, CC(C)(C)[Si](C)(C)OS(=O)(=O)C(F)(F)F, CC=CC(c1ccc(C(F)(F)F)cc1)C(CO)NC(=O)OC(C)(C)C. The product is CC=CC(c1ccc(C(F)(F)F)cc1)C(CO[Si](C)(C)C(C)(C)C)NC(=O)OC(C)(C)C. RXN SMILES: [CH:26]([N:27]([CH2:28][CH3:29])[CH:30]([CH3:31])[CH3:32])([CH3:33])[CH3:34].[Cl:50][CH2:51][Cl:52].[F:35][C:36]([F:37])([F:38])[S:39]([O:40][Si:41]([CH3:42])([CH3:43])[C:44]([CH3:45])([CH3:46])[CH3:47])(=[O:48])=[O:49].[OH:1][CH2:2][CH:3]([CH:4]([CH:5]=[CH:6][CH3:7])[c:8]1[cH:9][cH:10][c:11]([C:14]([F:15])([F:16])[F:17])[cH:12][cH:13]1)[NH:18][C:19]([O:20][C:21]([CH3:22])([CH3:23])[CH3:24])=[O:25]>>[O:1]([CH2:2][CH:3]([CH:4]([CH:5]=[CH:6][CH3:7])[c:8]1[cH:9][cH:10][c:11]([C:14]([F:15])([F:16])[F:17])[cH:12][cH:13]1)[NH:18][C:19]([O:20][C:21]([CH3:22])([CH3:23])[CH3:24])=[O:25])[Si:41]([CH3:42])([CH3:43])[C:44]([CH3:45])([CH3:46])[CH3:47]. As a reaction SMILES: COC(=O)C.[CH2:6]([O:8][C:9](=[O:24])[CH2:10][O:11][C:12]1[CH:17]=[C:16]([CH3:18])[C:15]([S:19](Cl)(=O)=O)=[CH:14][C:13]=1[CH3:23])[CH3:7].S(=O)(=O)(O)O>C(O)C>[CH2:6]([O:8][C:9](=[O:24])[CH2:10][O:11][C:12]1[CH:17]=[C:16]([CH3:18])[C:15]([SH:19])=[CH:14][C:13]=1[CH3:23])[CH3:7]. Reactants: COC(C)=O (acetic acid methyl ester), S(O)(O)(=O)=O (sulfuric acid), COC(C)=O (acetic acid methyl ester), C(C)OC(COC1=C(C=C(C(=C1)C)S(=O)(=O)Cl)C)=O ((4-chlorosulfonyl-2,5-dimethylphenoxy)-acetic acid ethyl ester). The product is C(C)OC(COC1=C(C=C(C(=C1)C)S)C)=O ((4-Mercapto-2,5-dimethyl-phenoxy)-acetic acid ethyl ester). Reported procedure: (4-Mercapto-2,5-dimethyl-phenoxy)-acetic acid ethyl ester was prepared as described for 2,6-difluoro-4-mercapto-phenoxy)acetic acid methyl ester (compound 21) in Eur. J. Med. Chem., 1995, 30, 403 (Kawashima, M. S.) except that (4-chlorosulfonyl-2,5-dimethylphenoxy)-acetic acid ethyl ester was reduced with 4 eq. of zn (dust) in a mixture of konc. sulfuric acid and ethanol at 80° C. Run in C(C)O (ethanol). Reactants: [C-]#N, CN(C)C=O, CC12CCC(OS(=O)(=O)F)=CC1=CCC1C2CCC2(C)C(C(=O)O)CCC12. Reaction SMILES: [C-:28]#[N:29].[CH3:30][N:31]([CH3:32])[CH:33]=[O:34].[F:1][S:2]([O:3][C:6]1=[CH:7][C:8]2=[CH:9][CH2:10][CH:11]3[CH:12]4[CH2:13][CH2:14][CH:15]([C:25](=[O:26])[OH:27])[C:16]4([CH3:17])[CH2:18][CH2:19][CH:20]3[C:21]2([CH3:24])[CH2:22][CH2:23]1)(=[O:4])=[O:5]>>[C:6]1([C:28]#[N:29])=[CH:7][C:8]2=[CH:9][CH2:10][CH:11]3[CH:12]4[CH2:13][CH2:14][CH:15]([C:25](=[O:26])[OH:27])[C:16]4([CH3:17])[CH2:18][CH2:19][CH:20]3[C:21]2([CH3:24])[CH2:22][CH2:23]1. Product: CC12CCC(C#N)=CC1=CCC1C2CCC2(C)C(C(=O)O)CCC12.